From a dataset of the Open Reaction Database (ORD), a public repository of structured organic reaction records. describe an organic reaction: reactants, conditions, products, and yield Reactants: CCS, CCO, COC=C1C(=O)OC(C)(C)OC1=O. The product is CCSC=C1C(=O)OC(C)(C)OC1=O. Reaction SMILES: [CH2:14]([CH3:15])[SH:16].[CH3:17][CH2:18][OH:19].[CH3:1][O:2][CH:3]=[C:4]1[C:5](=[O:13])[O:6][C:7]([CH3:11])([CH3:12])[O:8][C:9]1=[O:10]>>[CH:3](=[C:4]1[C:5](=[O:13])[O:6][C:7]([CH3:11])([CH3:12])[O:8][C:9]1=[O:10])[S:16][CH2:14][CH3:15]. Starting materials: CC1=C(C(=O)O)C=CC(=C1)O (2-Methyl-4-hydroxybenzoic acid), CO (methanol), methyl ester. Reagents/catalysts: S(O)(O)(=O)=O (sulfuric acid). Yields the product CC1=C(C(=O)OC)C=CC(=C1)O (methyl 2-methyl-4-hydroxybenzoate). As a reaction SMILES: [CH3:1][C:2]1[CH:10]=[C:9]([OH:11])[CH:8]=[CH:7][C:3]=1[C:4]([OH:6])=[O:5].[CH3:12]O>S(=O)(=O)(O)O>[CH3:1][C:2]1[CH:10]=[C:9]([OH:11])[CH:8]=[CH:7][C:3]=1[C:4]([O:6][CH3:12])=[O:5]. Reported procedure: 2-Methyl-4-hydroxybenzoic acid was heated in methanol under the influence of sulfuric acid catalyst to convert it into its methyl ester. One mole of the methyl 2-methyl-4-hydroxybenzoate thus obtained was reacted with two moles of hydrogen in the presence of 5% palladium-carbon catalyst. This reaction was carried out in isopropyl alcohol at a temperature of 150°-170° C. and a hydrogen pressure of 20-40 kg/cm2. After the reaction mixture was filtered to recover the catalyst therefom, the filtrate... Starting materials: CCOC(=O)OCC, CCC(=O)C(C)CC=C(C)C, [H-], [Na+]. The product is CCOC(=O)C(C)C(=O)C(C)CC=C(C)C. RXN SMILES: [C:12]([O:13][CH2:14][CH3:15])([O:16][CH2:17][CH3:18])=[O:19].[CH3:1][C:2]([CH3:3])=[CH:4][CH2:5][CH:6]([C:7]([CH2:8][CH3:9])=[O:10])[CH3:11].[H-:20].[Na+:21]>>[CH3:1][C:2]([CH3:3])=[CH:4][CH2:5][CH:6]([C:7]([CH:8]([CH3:9])[C:12]([O:16][CH2:17][CH3:18])=[O:19])=[O:10])[CH3:11].